Dataset: the Open Reaction Database (ORD), a public repository of structured organic reaction records. Task: describe an organic reaction: reactants, conditions, products, and yield Reactants: O=C(NCC=1C=CC=CC1)C2=CC=C(C=C2)C(C)(C)C. The reagents and catalysts are O1B(OC(C)(C)C1(C)C)B2OC(C)(C)C(O2)(C)C, O=C(NC1=CC=CC2=C1NC(=C2C)C)C=3C=NC(=CC3)C4=NC=CC=C4, C[OH2+].C[OH2+].C1CC=CCCC=C1.C1CC=CCCC=C1.[Ir].[Ir]. Run in O1CCCC1. Reaction conditions: temperature 60 celsius, time 96 hour. Product: O=C(NCC=1C=CC=CC1)C2=CC=C(C=C2B3OC(C)(C)C(O3)(C)C)C(C)(C)C. The yield is 55.0%. Procedure: Isolated by chromatography using deactivated silica gel and ethyl acetate and petroleum ether (10:1 to 1:1) as the eluent. Starting materials: ClC(Cl)(Cl)Cl, CC(C)(C#N)N=NC(C)(C)C#N, O=C1CCC(=O)N1Br, Cc1cccc(NC(=O)Nc2csc(-c3ccncc3)n2)n1. The product is Cc1cccc(NC(=O)Nc2nc(-c3ccncc3)sc2Br)n1. RXN SMILES: [Cl:43][C:44]([Cl:45])([Cl:46])[Cl:47].[N:9]#[C:10][C:11]([N:12]=[N:13][C:14]([C:15]#[N:16])([CH3:17])[CH3:18])([CH3:19])[CH3:20].[O:1]=[C:2]1[N:3]([Br:8])[C:4](=[O:5])[CH2:6][CH2:7]1.[n:21]1[cH:22][cH:23][c:24](-[c:27]2[s:28][cH:29][c:30]([NH:32][C:33](=[O:34])[NH:35][c:36]3[n:37][c:38]([CH3:42])[cH:39][cH:40][cH:41]3)[n:31]2)[cH:25][cH:26]1>>[Br:8][c:29]1[s:28][c:27](-[c:24]2[cH:23][cH:22][n:21][cH:26][cH:25]2)[n:31][c:30]1[NH:32][C:33](=[O:34])[NH:35][c:36]1[n:37][c:38]([CH3:42])[cH:39][cH:40][cH:41]1.